This data is from the Open Reaction Database (ORD), a public repository of structured organic reaction records. The task is: describe an organic reaction: reactants, conditions, products, and yield Reactants: C[S-].[Na+] (Sodium thiomethoxide), CS(=O)(=O)OCCC1=CC=C(C=C1)CCNC1=NC=NC(=C1C(=O)OCC)CC (ethyl 4-(2-(4-(2-methylsulfonyloxyethyl)phenyl)ethylamino)-6-ethylpyrimidine-5-carboxylate), O (water). Solvent: CN(C=O)C (N,N-dimethylformamide). Product: CSCCC1=CC=C(C=C1)CCNC1=NC=NC(=C1C(=O)OCC)CC (ethyl 4-(2-(4-(2-methylthioethyl)phenyl)ethylamino)-6-ethylpyrimidine-5-carboxylate). Yield: 75.8%. As a reaction SMILES: CS(O[CH2:6][CH2:7][C:8]1[CH:13]=[CH:12][C:11]([CH2:14][CH2:15][NH:16][C:17]2[C:22]([C:23]([O:25][CH2:26][CH3:27])=[O:24])=[C:21]([CH2:28][CH3:29])[N:20]=[CH:19][N:18]=2)=[CH:10][CH:9]=1)(=O)=O.[CH3:30][S-:31].[Na+].O>CN(C)C=O>[CH3:30][S:31][CH2:6][CH2:7][C:8]1[CH:9]=[CH:10][C:11]([CH2:14][CH2:15][NH:16][C:17]2[C:22]([C:23]([O:25][CH2:26][CH3:27])=[O:24])=[C:21]([CH2:28][CH3:29])[N:20]=[CH:19][N:18]=2)=[CH:12][CH:13]=1 |f:1.2|. Procedure: A solution of ethyl 4-(2-(4-(2-methylsulfonyloxyethyl)phenyl)ethylamino)-6-ethylpyrimidine-5-carboxylate (0.70 g, 1.66 mmol) in N,N-dimethylformamide (10 ml) was stirred under ice-cooling. Sodium thiomethoxide (0.13 g, 1.85 mmol) was added to the solution. The mixture was stirred under ice-cooling for 2 hours, and then water (40 ml) was added. The mixture was extracted with ethyl ether and dried over magnesium sulfate. After evaporation of the solvent, the residue was purified by column chromato... The solvent is CCO (EtOH). Reaction SMILES: [CH3:1][Si:2]([CH3:17])([CH3:16])[CH2:3][CH2:4][O:5][CH2:6][N:7]1[CH:11]=[N:10][N:9]=[C:8]1[C:12]([O:14]C)=[O:13].[OH-].[K+]>CCO>[CH3:1][Si:2]([CH3:17])([CH3:16])[CH2:3][CH2:4][O:5][CH2:6][N:7]1[CH:11]=[N:10][N:9]=[C:8]1[C:12]([OH:14])=[O:13] |f:1.2|. Procedure: To a solution of methyl 4-((2-(trimethylsilyl)ethoxy)methyl)-4H-1,2,4-triazole-3-carboxylate (225 mg, 0.874 mmol, 1.00 equiv) in EtOH (1.5 mL) was added aq. KOH (2N, 0.9 mL, 0.87 mmol, 1.0 equiv). After stirring at rt for 1 hr, the reaction mixture was concentrated affording the title compound as a colorless solid (271 mg) (Table 8-30). Reaction conditions: time 1 hour. The reactants are C[Si](CCOCN1C(=NN=C1)C(=O)OC)(C)C (methyl 4-((2-(trimethylsilyl)ethoxy)methyl)-4H-1,2,4-triazole-3-carboxylate), [OH-].[K+] (KOH). Yield: 127.4%. Yields the product C[Si](CCOCN1C(=NN=C1)C(=O)O)(C)C (4-((2-(trimethylsilyl)ethoxy)methyl)-4H-1,2,4-triazole-3-carboxylic acid). Starting materials: [K] (Potassium), BrCCOC1OCCCC1 (1-bromo-2-tetrahydropyranyloxy-ethane), [O-]CCCC (butoxide), C1(=CC=CC=C1)C(C(=O)OCC)C(=O)OCC (diethyl phenylmalonate). The solvent is CN(C)C=O (DMF), CN(C)C=O (DMF), CN(C)C=O (DMF). Conditions: temperature 70 celsius. Product: C1(=CC=CC=C1)C(C(=O)OCC)(C(=O)OCC)CCOC1OCCCC1 (Diethyl α-phenyl-α-(2-tetrahydropyranyloxyethyl)malonate). Isolated yield 96.4%. Reaction SMILES: [K].[O-]CCCC.[C:7]1([CH:13]([C:19]([O:21][CH2:22][CH3:23])=[O:20])[C:14]([O:16][CH2:17][CH3:18])=[O:15])[CH:12]=[CH:11][CH:10]=[CH:9][CH:8]=1.Br[CH2:25][CH2:26][O:27][CH:28]1[CH2:33][CH2:32][CH2:31][CH2:30][O:29]1>CN(C=O)C>[C:7]1([C:13]([CH2:25][CH2:26][O:27][CH:28]2[CH2:33][CH2:32][CH2:31][CH2:30][O:29]2)([C:14]([O:16][CH2:17][CH3:18])=[O:15])[C:19]([O:21][CH2:22][CH3:23])=[O:20])[CH:8]=[CH:9][CH:10]=[CH:11][CH:12]=1 |^1:0|. Procedure details: Potassium t.butoxide (112 g, 1M) in DMF (800 ml) was treated with diethyl phenylmalonate (236 g, 1M) in DMF (200 ml) then with 1-bromo-2-tetrahydropyranyloxy-ethane (209 g, 1M) in DMF (200 ml). The reaction was heated to 70° C. After 5 hours the reaction was cooled to room temperature, quenched on to water (2.5 l) and 2N HCl (500 ml), and extracted with IPE (1 l, then 500 ml). The organic extracts were washed with water, dried and evaporated to give the title compound (351 g, 96%). Glc 93%+7% un... Starting materials: COC(=O)C1=C(N(C(=C1)Br)C(C)C)C(O)C1=NC=C(C=C1)Cl (5-bromo-2-[(5-chloro-pyridin-2-yl)-hydroxy-methyl]-1-isopropyl-1H-pyrrole-3-carboxylic acid methyl ester), NC=1C(N(C=C(C1)Cl)C)=O (3-amino-5-chloro-1-methyl-1H-pyridin-2-one), ClC=1C(=C(N)C=CC1)F (3-chloro-2-fluoroaniline), C(C)OC(=O)C1=C(N(C=C1)C(C)C)C(O)C1=CC=C(C=C1)Cl (2-[(4-chloro-phenyl)-hydroxy-methyl]-1-isopropyl-1H-pyrrole-3-carboxylic acid ethyl ester). The product is BrC1=CC(=C(N1C(C)C)C(C1=NC=C(C=C1)Cl)NC1=C(C(=CC=C1)Cl)F)C(=O)OC (Methyl 5-bromo-2-(((3-chloro-2-fluorophenyl)amino)(5-chloropyridin-2-yl)methyl)-1-isopropyl-1H-pyrrole-3-carboxylate). RXN SMILES: [CH3:1][O:2][C:3]([C:5]1[CH:9]=[C:8]([Br:10])[N:7]([CH:11]([CH3:13])[CH3:12])[C:6]=1[CH:14]([C:16]1[CH:21]=[CH:20][C:19]([Cl:22])=[CH:18][N:17]=1)O)=[O:4].[Cl:23][C:24]1[C:25]([F:31])=[C:26]([CH:28]=[CH:29][CH:30]=1)[NH2:27].C(OC(C1C=CN(C(C)C)C=1C(C1C=CC(Cl)=CC=1)O)=O)C.NC1C(=O)N(C)C=C(Cl)C=1>>[Br:10][C:8]1[N:7]([CH:11]([CH3:13])[CH3:12])[C:6]([CH:14]([NH:27][C:26]2[CH:28]=[CH:29][CH:30]=[C:24]([Cl:23])[C:25]=2[F:31])[C:16]2[CH:21]=[CH:20][C:19]([Cl:22])=[CH:18][N:17]=2)=[C:5]([C:3]([O:2][CH3:1])=[O:4])[CH:9]=1. Procedure details: The title compound was prepared in analogy to the procedure described for Step L3 but 5-bromo-2-[(5-chloro-pyridin-2-yl)-hydroxy-methyl]-1-isopropyl-1H-pyrrole-3-carboxylic acid methyl ester (Step BK2) and 3-chloro-2-fluoroaniline [367-21-5] were used instead of 2-[(4-chloro-phenyl)-hydroxy-methyl]-1-isopropyl-1H-pyrrole-3-carboxylic acid ethyl ester and 3-amino-5-chloro-1-methyl-1H-pyridin-2-one respectively. The title compound was obtained as a white foam. ESI-MS: tR=1.59 min, [M+H]+ 514/516/5... Reactants: BrC1=NNC2=C(C=C(C=C12)Br)[C@@H](C)OCC1(CCN(CC1)C(=O)OC(C)(C)C)C1=CC=C(C=C1)F ((R)-tert-Butyl 4-((1-(3,5-dibromo-1H-indazol-7-yl)ethoxy)methyl)-4-(4-fluorophenyl)piperidine-1-carboxylate). The solvent is FC(C(=O)O)(F)F (trifluoroacetic acid), CO (methanol). Run at time 30 minute. Yields the product BrC1=NNC2=C(C=C(C=C12)Br)[C@@H](C)OCC1(CCNCC1)C1=CC=C(C=C1)F ((R)-3,5-Dibromo-7-(1-((4-(4-fluorophenyl)piperidin-4-yl)methoxy)ethyl)-1H-indazole). As a reaction SMILES: [Br:1][C:2]1[C:10]2[C:5](=[C:6]([C@H:12]([O:14][CH2:15][C:16]3([C:29]4[CH:34]=[CH:33][C:32]([F:35])=[CH:31][CH:30]=4)[CH2:21][CH2:20][N:19](C(OC(C)(C)C)=O)[CH2:18][CH2:17]3)[CH3:13])[CH:7]=[C:8]([Br:11])[CH:9]=2)[NH:4][N:3]=1>FC(F)(F)C(O)=O.CO>[Br:1][C:2]1[C:10]2[C:5](=[C:6]([C@H:12]([O:14][CH2:15][C:16]3([C:29]4[CH:30]=[CH:31][C:32]([F:35])=[CH:33][CH:34]=4)[CH2:21][CH2:20][NH:19][CH2:18][CH2:17]3)[CH3:13])[CH:7]=[C:8]([Br:11])[CH:9]=2)[NH:4][N:3]=1. Procedure details: (R)-tert-Butyl 4-((1-(3,5-dibromo-1H-indazol-7-yl)ethoxy)methyl)-4-(4-fluorophenyl)piperidine-1-carboxylate (99 mg, 0.16 mmol) was dissolved in trifluoroacetic acid (20% in dichloromethane, 6 mL) and stirred for 30 min. The reaction was concentated and the resulting residue loaded onto a strong cation exchange cartridge in methanol. The cartridge was washed with several volumes of methanol which were discarded. The product was eluted with 2M ammonia in methanol and concentrated to give 82 mg (94... Starting materials: diazonium, sodium nitrite NaNO2, sulfur dioxide SO2, Cl (hydrochloric acid), ice, diazonium, mixture, water ice, CCOCC (ether), 50.74, NC=1SC(=NN1)C(F)(F)F (2-amino-5-trifluoromethyl-1,3,4-thiadiazole), S(=O)=O (sulfur dioxide), copper(I) chloride CuCl. Solvent: C(C)(=O)O (acetic acid), C(C)(=O)O (acetic acid), O (water). Run at time 1 hour. The product is [Cl-].S(=O)(=O)=C1SC(=NN1)C(F)(F)F (2-sulfonyl-5-trifluoromethyl-1,3,4-thiadiazole chloride). The yield is 62.0%. Reaction SMILES: N[C:2]1[S:3][C:4]([C:7]([F:10])([F:9])[F:8])=[N:5][N:6]=1.[ClH:11].[S:12](=[O:14])=[O:13].CCOCC>O.C(O)(=O)C>[Cl-:11].[S:12](=[C:2]1[NH:6][N:5]=[C:4]([C:7]([F:10])([F:9])[F:8])[S:3]1)(=[O:14])=[O:13] |f:6.7|. Procedure: 50.74 (300 mmoles) of 2-amino-5-trifluoromethyl-1,3,4-thiadiazole (commercially available from Aldrich) were added under stirring to a mixture of 100 ml of concentrated hydrochloric acid and 30 ml of glacial acetic acid. The reaction mixture was brought to −10° C. and there is slowly added 22.42 g (325 mmoles) of sodium nitrite NaNO2 in 35 ml of water. The diazotation reaction is continued for 1 hour. At the same time, a flow of sulfur dioxide SO2 (commercially available from Fluka) in 300 ml of... Reactants: C1(CCCCC1)N(C1=CC(=NC=N1)C(=O)O)C (6-[cyclohexyl(methyl)amino]pyrimidine-4-carboxylic acid), C1(CCCCC1)N(C1=CC(=NC=N1)C(=O)O)C (6-[cyclohexyl(methyl)amino]pyrimidine-4-carboxylic acid), NC=1C=C2C=NNC2=CC1C (5-amino-6-methylindazole). Run in C(Cl)Cl (DCM). Product: C1(CCCCC1)N(C1=CC(=NC=N1)C(=O)NC=1C=C2C=NNC2=CC1C)C (6-[cyclohexyl(methyl)amino]-N-(6-methyl-1H-indazol-5-yl)pyrimidine-4-carboxamide). As a reaction SMILES: [CH:1]1([N:7]([CH3:17])[C:8]2[N:13]=[CH:12][N:11]=[C:10]([C:14]([OH:16])=O)[CH:9]=2)[CH2:6][CH2:5][CH2:4][CH2:3][CH2:2]1.[NH2:18][C:19]1[CH:20]=[C:21]2[C:25](=[CH:26][C:27]=1[CH3:28])[NH:24][N:23]=[CH:22]2>C(Cl)Cl>[CH:1]1([N:7]([CH3:17])[C:8]2[N:13]=[CH:12][N:11]=[C:10]([C:14]([NH:18][C:19]3[CH:20]=[C:21]4[C:25](=[CH:26][C:27]=3[CH3:28])[NH:24][N:23]=[CH:22]4)=[O:16])[CH:9]=2)[CH2:2][CH2:3][CH2:4][CH2:5][CH2:6]1. Reported procedure: Following the general method as outlined in Example 1, starting from 6-[cyclohexyl(methyl)amino]pyrimidine-4-carboxylic acid (Intermediate 10) and 5-amino-6-methylindazole (Bionet), the title compound was obtained as a beige solid after trituration in DCM. The reactants are cyclopentenones, alkyl 9-oxo-15-t-butoxy-8ξ-prostanoates, C(C)(C)(C)OC(CCI)C#CCCC (3-t-butoxy-1-iodo-4-octyne), C(C)(C)(C)OC(CCI)CCC (3-(tert-butoxy)-1-iodohexane), C(C)(C)(C)OC(CC[Mg]I)C#CCCC (3-t-butoxy-4-octynyl magnesium iodide), Grignard reagents, C(C)(C)(C)OC(CCI)CCCCC (3-(tert-butoxy)-1-iodooctane), 3-t-butoxy-1-iodo-4-cis-octene, prostenoates. Product: C(C)(C)(C)OC(CC[Mg]I)CCCCC (3-t-Butoxyoctylmagnesium iodide), C(C)(C)(C)OC(CC[Mg]I)CCC (3-t-butoxyhexyl magnesium iodide), 3-t-butoxy-4-cis-octenyl magnesium iodide. Reaction SMILES: C(OC(CCCCC)CCI)(C)(C)C.C(OC(CCC)CCI)(C)(C)C.[C:27]([O:31][CH:32]([C:37]#[C:38][CH2:39][CH2:40][CH3:41])[CH2:33][CH2:34][Mg:35][I:36])([CH3:30])([CH3:29])[CH3:28].C(OC(C#CCCC)CCI)(C)(C)C>>[C:27]([O:31][CH:32]([CH2:37][CH2:38][CH2:39][CH2:40][CH3:41])[CH2:33][CH2:34][Mg:35][I:36])([CH3:30])([CH3:29])[CH3:28].[C:27]([O:31][CH:32]([CH2:37][CH2:38][CH3:39])[CH2:33][CH2:34][Mg:35][I:36])([CH3:30])([CH3:29])[CH3:28]. Procedure: Treatment of the cyclopentenones designated in the table below with the designated Grignard reagents by the procedure of Example 493 is productive of the alkyl 9-oxo-15-t-butoxy-8ξ-prostanoates and prostenoates of the table. 3-t-Butoxyoctylmagnesium iodide was prepared from 3-t-butoxy-1-iodooctane (Example 492); 3-t-butoxyhexyl magnesium iodide was prepared from 3-t-butoxy-1-iodohexane (Example 502), 3-t-butoxy-4-octynyl magnesium iodide was prepared from 3-t-butoxy-1-iodo-4-octyne (Example 500)... Reactants: BrCCCCCC (bromohexane), C(CCC)[Li] (n-butyllithium), C(#C)C1=CC=CC2=CC=CC=C12 (ethynylnaphthalene), CC(C)([O-])C.[K+] (potassium tertiary butoxide). Run in O1CCCC1 (tetrahydrofuran), CCCCCC (hexane), O1CCCC1 (tetrahydrofuran), O (water). Run at temperature -90 celsius, time 1 hour. Yields the product C(#C)C1=C(C=CC2=CC=CC=C12)CCCCCC (1-ethynyl-2-n-hexylnaphthalene). Isolated yield 47.2%. Reaction SMILES: C([Li])CCC.[C:6]([C:8]1[C:17]2[C:12](=[CH:13][CH:14]=[CH:15][CH:16]=2)[CH:11]=[CH:10][CH:9]=1)#[CH:7].CC(C)([O-])C.[K+].Br[CH2:25][CH2:26][CH2:27][CH2:28][CH2:29][CH3:30]>O.O1CCCC1.CCCCCC>[C:6]([C:8]1[C:17]2[C:12](=[CH:13][CH:14]=[CH:15][CH:16]=2)[CH:11]=[CH:10][C:9]=1[CH2:25][CH2:26][CH2:27][CH2:28][CH2:29][CH3:30])#[CH:7] |f:2.3|. Procedure details: Under a nitrogen atmosphere at −50° C., 1.6 mol/l hexane solution of n-butyllithium was added to 30 ml of a tetrahydrofuran solution containing 3 g of ethynylnaphthalene. After cooling to −90° C., 15 ml of a tetrahydrofuran solution containing 2.5 g of potassium tertiary butoxide was added thereto, and the mixture was stirred at −80° C. for 1 hour and then allowed to warm to 5° C. 3.3 g of bromohexane was added dropwise at −70° C., and the mixture was stirred at 30° C. overnight. 100 ml of water...